This data is from the Open Reaction Database (ORD), a public repository of structured organic reaction records. The task is: describe an organic reaction: reactants, conditions, products, and yield Reactants: methyl-1-N,N-dichloroamino-1-cyclopentanecarboxylate, S(=O)(Cl)Cl (thionyl chloride), NC1(CCCC1)C(=O)O (1-amino-1-cyclopentanecarboxylic acid), CO (methanol), S(=O)(Cl)Cl (thionyl chloride), CCOCC (ether). Solvent: CC(=O)C (acetone). Reaction conditions: temperature 75 celsius, time 0.5 hour. Yields the product Cl.COC(=O)C1(CCCC1)N (methyl-1-amino-1-cyclopentanecarboxylate hydrochloride). Reaction SMILES: CO.S(Cl)([Cl:5])=O.[NH2:7][C:8]1([C:13]([OH:15])=[O:14])[CH2:12][CH2:11][CH2:10][CH2:9]1.[CH3:16]COCC>CC(C)=O>[ClH:5].[CH3:16][O:14][C:13]([C:8]1([NH2:7])[CH2:12][CH2:11][CH2:10][CH2:9]1)=[O:15] |f:5.6|. Procedure: Preparation of methyl-1-N,N-dichloroamino-1-cyclopentanecarboxylate: To 30 ml of absolute methanol at 0° C, there was added dropwise with stirring over 0.5 hr. 7.9 ml of freshly distilled thionyl chloride. When the addition of thionyl chloride was completed, 12.9 g (0.1 mol) 1-amino-1-cyclopentanecarboxylic acid was added in portions over 0.25 hr. The suspension was heated with stirring, and the temperature maintained at 75° C for 2.5 hr. after solution of the reaction suspension. Removal of the... The reactants are Cl(=O)(=O)(=O)[O-].COC1=CC=CC=2C1=CC=1C=CC=C[N+]1C2C (10-methoxy-6-methylbenzo[b]quinolizinium perchlorate). The solvent is Br (HBr), O (water). Reaction conditions: temperature 100 celsius. The product is Cl(=O)(=O)(=O)[O-].OC1=CC=CC=2C1=CC=1C=CC=C[N+]1C2C (10-hydroxy-6-methyl-benzo[b]quinolizinium perchlorate). Isolated yield 90.9%. RXN SMILES: [Cl:1]([O-:5])(=[O:4])(=[O:3])=[O:2].C[O:7][C:8]1[C:13]2=[CH:14][C:15]3[CH:16]=[CH:17][CH:18]=[CH:19][N+:20]=3[C:21]([CH3:22])=[C:12]2[CH:11]=[CH:10][CH:9]=1>Br.O>[Cl:1]([O-:5])(=[O:4])(=[O:3])=[O:2].[OH:7][C:8]1[C:13]2=[CH:14][C:15]3[CH:16]=[CH:17][CH:18]=[CH:19][N+:20]=3[C:21]([CH3:22])=[C:12]2[CH:11]=[CH:10][CH:9]=1 |f:0.1,4.5|. Procedure details: A mixture of 2.3 g of 10-methoxy-6-methylbenzo[b]quinolizinium perchlorate in 35 mL of 48% HBr was heated at 100° C. for 14 h, cooled to room temperature, and was diluted with water. The resulting mixture was heated to dissolve the solid product, filtered while hot, and the filtrate was treated with 20 g of sodium perchlorate. The precipitated solid product was filtered, washed with ether, air dried to afford 2 g (90.9%) of 10-hydroxy-6-methyl-benzo[b]quinolizinium perchlorate (Formula II: R1 =H... Reactants: CCc1cc(C#Cc2ccc(CC(=O)OC)cc2)ccc1C1(OCc2ccccc2)CC1, CCO, [Na+], C1CCOC1, [OH-]. Yields the product CCc1cc(C#Cc2ccc(CC(=O)O)cc2)ccc1C1(OCc2ccccc2)CC1. Reaction SMILES: [CH2:1]([c:2]1[cH:3][cH:4][cH:5][cH:6][cH:7]1)[O:8][C:9]1([c:12]2[c:13]([CH2:31][CH3:32])[cH:14][c:15]([C:18]#[C:19][c:20]3[cH:21][cH:22][c:23]([CH2:26][C:27](=[O:28])[O:29][CH3:30])[cH:24][cH:25]3)[cH:16][cH:17]2)[CH2:10][CH2:11]1.[CH3:35][CH2:36][OH:37].[Na+:34].[O:38]1[CH2:39][CH2:40][CH2:41][CH2:42]1.[OH-:33]>>[CH2:1]([c:2]1[cH:3][cH:4][cH:5][cH:6][cH:7]1)[O:8][C:9]1([c:12]2[c:13]([CH2:31][CH3:32])[cH:14][c:15]([C:18]#[C:19][c:20]3[cH:21][cH:22][c:23]([CH2:26][C:27](=[O:28])[OH:29])[cH:24][cH:25]3)[cH:16][cH:17]2)[CH2:10][CH2:11]1. Starting materials: N1(CCCCC1)S(=O)(=O)C=1C=C(C(=O)O)C=CC1 (3-(piperidin-1-ylsulfonyl)benzoic acid), NC1CCC2=CC=CC=C12 (1-aminoindane). Yields the product C1(CCC2=CC=CC=C12)NC(C1=CC(=CC=C1)S(=O)(=O)N1CCCCC1)=O (N-(2,3-dihydro-1H-inden-1-yl)-3-(piperidin-1-ylsulfonyl)benzamide). RXN SMILES: [N:1]1([S:7]([C:10]2[CH:11]=[C:12]([CH:16]=[CH:17][CH:18]=2)[C:13]([OH:15])=O)(=[O:9])=[O:8])[CH2:6][CH2:5][CH2:4][CH2:3][CH2:2]1.[NH2:19][CH:20]1[C:28]2[C:23](=[CH:24][CH:25]=[CH:26][CH:27]=2)[CH2:22][CH2:21]1>>[CH:20]1([NH:19][C:13](=[O:15])[C:12]2[CH:16]=[CH:17][CH:18]=[C:10]([S:7]([N:1]3[CH2:2][CH2:3][CH2:4][CH2:5][CH2:6]3)(=[O:8])=[O:9])[CH:11]=2)[C:28]2[C:23](=[CH:24][CH:25]=[CH:26][CH:27]=2)[CH2:22][CH2:21]1. Procedure details: The entitled compound was produced according to the method of Example 73 but using 3-(piperidin-1-ylsulfonyl)benzoic acid and 1-aminoindane as the starting materials. The reactants are ClC1=CC=C(C=C1)C1=NC(C=2N(C3=C1C(=C(S3)C)C)C(=NN2)C)CC(=O)O ((±)-4-(4-Chlorophenyl)-2,3,9-trimethyl-6H-thieno[3,2-f][1,2,4]triazolo[4,3-a][1,4]diazepine-6-acetic acid), NC1=NC=CC=N1 (2-aminopyrimidine), N1=CC=CC=C1 (pyridine), [Cl-].ClC1=[N+](C=CN1C)C (2-chloro-1,3-dimethylimidazolium chloride). The solvent is ClC(C)Cl (dichloroethane), ClC(C)Cl (dichloroethane). Product: N1=C(N=CC=C1)NC(CC1C=2N(C3=C(C(=N1)C1=CC=C(C=C1)Cl)C(=C(S3)C)C)C(=NN2)C)=O ((±)-N-(2-pyrimidinyl)-4-(4-chlorophenyl)-2,3,9-trimethyl-6H-thieno[3,2-f][1,2,4]triazolo[4,3-a][1,4]diazepine-6-acetamide). Yield: 65.4%. As a reaction SMILES: [Cl:1][C:2]1[CH:7]=[CH:6][C:5]([C:8]2[C:14]3[C:15]([CH3:19])=[C:16]([CH3:18])[S:17][C:13]=3[N:12]3[C:20]([CH3:23])=[N:21][N:22]=[C:11]3[CH:10]([CH2:24][C:25](O)=[O:26])[N:9]=2)=[CH:4][CH:3]=1.[NH2:28][C:29]1[N:34]=[CH:33][CH:32]=[CH:31][N:30]=1.N1C=CC=CC=1.[Cl-].ClC1N(C)C=C[N+]=1C>ClC(Cl)C>[N:30]1[CH:31]=[CH:32][CH:33]=[N:34][C:29]=1[NH:28][C:25](=[O:26])[CH2:24][CH:10]1[N:9]=[C:8]([C:5]2[CH:4]=[CH:3][C:2]([Cl:1])=[CH:7][CH:6]=2)[C:14]2[C:15]([CH3:19])=[C:16]([CH3:18])[S:17][C:13]=2[N:12]2[C:20]([CH3:23])=[N:21][N:22]=[C:11]12 |f:3.4|. Procedure: (±)-4-(4-Chlorophenyl)-2,3,9-trimethyl-6H-thieno[3,2-f][1,2,4]triazolo[4,3-a][1,4]diazepine-6-acetic acid (1.0 g), 2-aminopyrimidine (0.28 g) and pyridine (0.49 ml) are added to dichloroethane (15 ml), and the mixture is stirred in an ice bath. A solution of 2-chloro-1,3-dimethylimidazolium chloride (0.63 g) in dichloroethane (12 ml) is dropwise added to this mixture at a temperature of not more than 5° C. The mixture is stirred at room temperature overnight, and the reaction mixture is washed w... The reactants are [K] (potassium), C1(C=2C(C(N1C(C)S(=O)(=O)O)=O)=CC=CC2)=O (phthalimido ethane sulfonic acid), P(Cl)(Cl)(Cl)(Cl)Cl (phosphorus pentachloride). Solvent: P(=O)(Cl)(Cl)Cl (phosphorus oxychloride). The product is S(=O)(=O)(O)Cl.C1(C=2C(C(N1CC)=O)=CC=CC2)=O (phthalimido ethane sulfochloride). Reaction SMILES: [K].[C:2]1(=[O:18])[N:6]([CH:7]([S:9]([OH:12])(=[O:11])=[O:10])[CH3:8])[C:5](=[O:13])[C:4]2=[CH:14][CH:15]=[CH:16][CH:17]=[C:3]12.P(Cl)(Cl)(Cl)(Cl)[Cl:20]>P(Cl)(Cl)(Cl)=O>[S:9]([Cl:20])([OH:12])(=[O:11])=[O:10].[C:5]1(=[O:13])[N:6]([CH2:7][CH3:8])[C:2](=[O:18])[C:3]2=[CH:17][CH:16]=[CH:15][CH:14]=[C:4]12 |f:4.5,^1:0|. Reported procedure: Using the process of Synthesis 739 (1976), 2.9 g of the potassium salt of phthalimido ethane sulfonic acid, 10 ml of phosphorus oxychloride and 2 g of phosphorus pentachloride were reacted to obtain 1.9 g of phthalimido ethane sulfochloride melting at 162° C. Reaction SMILES: [C:27](=[O:28])([O-:29])[O-:30].[CH:18]([CH3:19])([CH2:20][CH3:21])[NH:22][CH:23]([CH3:24])[CH2:25][CH3:26].[Cl:1][CH2:2][C:3](=[O:4])[c:5]1[n:6]([CH2:10][c:11]2[c:12]([F:17])[cH:13][cH:14][cH:15][cH:16]2)[cH:7][cH:8][cH:9]1.[K+:31].[K+:32].[c:33]1([CH3:34])[c:35]([CH3:36])[cH:37][cH:38][cH:39][cH:40]1>>[CH2:2]([C:3](=[O:4])[c:5]1[n:6]([CH2:10][c:11]2[c:12]([F:17])[cH:13][cH:14][cH:15][cH:16]2)[cH:7][cH:8][cH:9]1)[N:22]([CH:18]([CH3:19])[CH2:20][CH3:21])[CH:23]([CH3:24])[CH2:25][CH3:26]. Reactants: O=C([O-])[O-], CCC(C)NC(C)CC, O=C(CCl)c1cccn1Cc1ccccc1F, [K+], [K+], Cc1ccccc1C. Product: CCC(C)N(CC(=O)c1cccn1Cc1ccccc1F)C(C)CC. Reactants: NCCCN1C=NC=2N(C(N(C)C(C12)=O)=O)C (7-(3-aminopropyl)-theophylline), ClCC(COC1=CC=CC=C1)O (1-chloro-3-phenoxy-2-propanol). The solvent is C(C)O (ethanol). Run at time 8 hour. The product is O(C1=CC=CC=C1)CC(CNCCCN1C=NC=2N(C(N(C)C(C12)=O)=O)C)O (7-[3-(3-phenoxy-2-hydroxypropylamino)-propyl]-theophylline). As a reaction SMILES: [NH2:1][CH2:2][CH2:3][CH2:4][N:5]1[C:14]2[C:13](=[O:15])[N:11]([CH3:12])[C:10](=[O:16])[N:9]([CH3:17])[C:8]=2[N:7]=[CH:6]1.Cl[CH2:19][CH:20]([OH:29])[CH2:21][O:22][C:23]1[CH:28]=[CH:27][CH:26]=[CH:25][CH:24]=1>C(O)C>[O:22]([CH2:21][CH:20]([OH:29])[CH2:19][NH:1][CH2:2][CH2:3][CH2:4][N:5]1[C:14]2[C:13](=[O:15])[N:11]([CH3:12])[C:10](=[O:16])[N:9]([CH3:17])[C:8]=2[N:7]=[CH:6]1)[C:23]1[CH:28]=[CH:27][CH:26]=[CH:25][CH:24]=1. Reported procedure: A mixture of 75 g of 7-(3-aminopropyl)-theophylline and 27.4 g of 1-chloro-3-phenoxy-2-propanol is heated for 8 hours at 130° to 140° C. After the melt has been cooled to 70°-90° C., ethanol is added to it, followed by brief boiling under reflux. After standing overnight, the untreated and precipitated aminopropyl theophylline hydrochloride is filtered off under suction, the filtrate is acidified with alcoholic hydrochloric acid, heavily concentrated and acetone added until crystallisation begin...